From a dataset of the Open Reaction Database (ORD), a public repository of structured organic reaction records. describe an organic reaction: reactants, conditions, products, and yield Reactants: NC1=CSC=C1 (3-aminothiophene), C(#N)CC(=O)NC1=C(C=C(C(=C1)OC)Cl)Cl (2-cyano-N-(2,4-dichloro-5-methoxyphenyl)acetamide), NC1=CSC=C1 (3-aminothiophene), C(C)OC(OCC)OCC (triethylorthoformate), NC1=CSC=C1 (3-aminothiophene). Solvent: C(C)(C)O (iso-propanol). Product: C(#N)C(C(=O)NC1=C(C=C(C(=C1)OC)Cl)Cl)=CNC1=CSC=C1 (2-cyano-N-(2,4-dichloro-5-methoxyphenyl)-3-(thien-3-ylamino)prop-2-enamide). The yield is 25.6%. As a reaction SMILES: [C:1]([CH2:3][C:4]([NH:6][C:7]1[CH:12]=[C:11]([O:13][CH3:14])[C:10]([Cl:15])=[CH:9][C:8]=1[Cl:16])=[O:5])#[N:2].[NH2:17][C:18]1[CH:22]=[CH:21][S:20][CH:19]=1.[CH2:23](OC(OCC)OCC)C>C(O)(C)C>[C:1]([C:3](=[CH:23][NH:17][C:18]1[CH:22]=[CH:21][S:20][CH:19]=1)[C:4]([NH:6][C:7]1[CH:12]=[C:11]([O:13][CH3:14])[C:10]([Cl:15])=[CH:9][C:8]=1[Cl:16])=[O:5])#[N:2]. Procedure details: To a suspension of 2-cyano-N-(2,4-dichloro-5-methoxyphenyl)acetamide (1.57 g, 6.06 mmol) in 200 mL of iso-propanol was added 3-aminothiophene (600 mg, 6.06 mmol). This mixture was heated to reflux and triethylorthoformate (6.5 mL, 39.1 mmol) was added dropwise. The reaction mixture was heated at reflux overnight. Additional 3-aminothiophene (214 mg, 2.16 mmol) was added and the reaction mixture was heated at reflux for 5 hours. Additional 3-aminothiophene (100 mg, 1.01 mmol) was added and the re... The reactants are Cc1ccccc1, C[Mg+], CCOCC, CCCC=CC1CCC(c2ccc(C#N)cc2)CC1, [I-]. Product: CCCC=CC1CCC(c2ccc(C(C)=O)cc2)CC1. As a reaction SMILES: [CH3:23][c:24]1[cH:25][cH:26][cH:27][cH:28][cH:29]1.[CH3:2][Mg+:3].[CH3:30][CH2:31][O:32][CH2:33][CH3:34].[CH:4](=[CH:5][CH2:6][CH2:7][CH3:8])[CH:9]1[CH2:10][CH2:11][CH:12]([c:15]2[cH:16][cH:17][c:18]([C:19]#[N:20])[cH:21][cH:22]2)[CH2:13][CH2:14]1.[I-:1]>>[CH:4](=[CH:5][CH2:6][CH2:7][CH3:8])[CH:9]1[CH2:10][CH2:11][CH:12]([c:15]2[cH:16][cH:17][c:18]([C:33](=[O:32])[CH3:34])[cH:21][cH:22]2)[CH2:13][CH2:14]1. Reactants: S1N=C(C2=C1C=CC=C2)NCCNC(=O)C2=NC=C(C(=O)OC)C=C2 (Methyl 6-(2(benzo[d]isothiazol-3-ylamino)ethylcarbamoyl)nicotinate), O.[OH-].[Li+] (lithium hydroxide monohydrate). Run in O1CCCC1 (tetrahydrofuran), O (water). Run at time 8 hour. Product: S1N=C(C2=C1C=CC=C2)NCCNC(=O)C2=NC=C(C(=O)O)C=C2 (6-(2-(benzo[d]isothiazol-3-ylamino)ethylcarbamoyl)nicotinic acid). Yield: 63.3%. Reaction SMILES: [S:1]1[C:5]2[CH:6]=[CH:7][CH:8]=[CH:9][C:4]=2[C:3]([NH:10][CH2:11][CH2:12][NH:13][C:14]([C:16]2[CH:25]=[CH:24][C:19]([C:20]([O:22]C)=[O:21])=[CH:18][N:17]=2)=[O:15])=[N:2]1.O.[OH-].[Li+]>O1CCCC1.O>[S:1]1[C:5]2[CH:6]=[CH:7][CH:8]=[CH:9][C:4]=2[C:3]([NH:10][CH2:11][CH2:12][NH:13][C:14]([C:16]2[CH:25]=[CH:24][C:19]([C:20]([OH:22])=[O:21])=[CH:18][N:17]=2)=[O:15])=[N:2]1 |f:1.2.3|. Procedure details: Methyl 6-(2(benzo[d]isothiazol-3-ylamino)ethylcarbamoyl)nicotinate (211 mg, 0.6 mmol) was dissolved in a mixture of tetrahydrofuran (5 mL) and water (0.5 mL) and treated with lithium hydroxide monohydrate (100 mg, 2.4 mmol). The reaction mixture was stirred at room temperature overnight. The tetrahydrofuran was removed under vacuum and the residue was diluted with water. Dropwise addition of 50% aqueous hydrochloric acid gave a white solid, which was collected by vacuum filtration and dried to y... Starting materials: COc1ccc(S(=O)(=O)Cl)cc1, O=C([O-])C(F)(F)F, NCCCC(NC(=O)OCC1c2ccccc2-c2ccccc21)C(=O)O. Product: COc1ccc(S(=O)(=O)NCCCC(NC(=O)OCC2c3ccccc3-c3ccccc32)C(=O)O)cc1. As a reaction SMILES: [CH3:34][O:35][c:36]1[cH:37][cH:38][c:39]([S:42](=[O:43])(=[O:44])[Cl:45])[cH:40][cH:41]1.[O-:27][C:28]([C:29]([F:30])([F:31])[F:32])=[O:33].[cH:1]1[cH:2][cH:3][cH:4][c:5]2[c:13]1[CH:12]([CH2:14][O:15][C:16](=[O:17])[NH:18][CH:19]([CH2:20][CH2:21][CH2:22][NH2:23])[C:24](=[O:25])[OH:26])[c:11]1[c:6]-2[cH:7][cH:8][cH:9][cH:10]1>>[cH:1]1[cH:2][cH:3][cH:4][c:5]2[c:13]1[CH:12]([CH2:14][O:15][C:16](=[O:17])[NH:18][CH:19]([CH2:20][CH2:21][CH2:22][NH:23][S:42]([c:39]1[cH:38][cH:37][c:36]([O:35][CH3:34])[cH:41][cH:40]1)(=[O:43])=[O:44])[C:24](=[O:25])[OH:26])[c:11]1[c:6]-2[cH:7][cH:8][cH:9][cH:10]1. Reactants: Cl (hydrochloric acid), SC(C(=O)N[C@@H](CS)C(=O)O)(C)C (N-(2-Mercapto-2-methylpropanoyl)-L-cysteine), ClCC(=O)O (monochloroacetic acid), [I-].[K+] (potassium iodide), [Cl-].[Na+] (Sodium chloride). Procedure details: N-(2-Mercapto-2-methylpropanoyl)-L-cysteine (11.2 g, 0.05 mol) is dissolved in 1 M potassium carbonate and monochloroacetic acid (11.3 g, 0.12 mol) and potassium iodide (1.0 g) are added. The mixture is stirred overnight at room temperature under a nitrogen atmosphere and acidified with 6 N hydrochloric acid. Sodium chloride is added and the mixture is extracted with ethyl acetate. The organic layer is washed with saturated sodium chloride solution, dried and concentrated to dryness to yield 16.... RXN SMILES: [SH:1][C:2]([CH3:13])([CH3:12])[C:3]([NH:5][C@H:6]([C:9]([OH:11])=[O:10])[CH2:7][SH:8])=[O:4].Cl[CH2:15][C:16]([OH:18])=[O:17].[I-].[K+].Cl.[Cl-].[Na+]>C(=O)([O-])[O-].[K+].[K+]>[C:16]([CH2:15][S:8][CH2:7][C@@H:6]([C:9]([OH:11])=[O:10])[NH:5][C:3](=[O:4])[C:2]([S:1][CH2:6][C:9]([OH:11])=[O:10])([CH3:13])[CH3:12])([OH:18])=[O:17] |f:2.3,5.6,7.8.9|. The yield is 194.5%. Reaction conditions: time 8 hour. The product is C(=O)(O)CSC[C@H](NC(C(C)(C)SCC(=O)O)=O)C(=O)O (S-carboxymethyl-N-(2-carboxymethylthio-2-methylpropanoyl)-L-cysteine). The solvent is C([O-])([O-])=O.[K+].[K+] (potassium carbonate). Reactants: NC([C@H]1[C@H](CCC1)NC(OC(C)(C)C)=O)=NOC(=O)OCC(CCCC)CC (tert-butyl [(1S,2R)-2-{amino[({[(2-ethyl hexyl)oxy]carbonyl}oxy)imino]methyl}cyclopentyl]carbamate), C=1(C(=CC=CC1)C)C (xylene). Run in C(C)(=O)OCC (ethyl acetate). Reaction conditions: temperature 140 celsius, time 4 hour. The product is O=C1NC(=NO1)[C@H]1[C@H](CCC1)NC(OC(C)(C)C)=O (tert-butyl [(1S,2R)-2-(5-oxo -4,5-dihydro-1,2,4-oxadiazol-3-yl)cyclopentyl]carbamate). Isolated yield 98.9%. Reaction SMILES: [NH2:1][C:2](=[N:16][O:17][C:18]([O:20]CC(CC)CCCC)=O)[C@@H:3]1[CH2:7][CH2:6][CH2:5][C@@H:4]1[NH:8][C:9](=[O:15])[O:10][C:11]([CH3:14])([CH3:13])[CH3:12].C1(C)C(C)=CC=CC=1>C(OCC)(=O)C>[O:20]=[C:18]1[O:17][N:16]=[C:2]([C@@H:3]2[CH2:7][CH2:6][CH2:5][C@@H:4]2[NH:8][C:9](=[O:15])[O:10][C:11]([CH3:14])([CH3:13])[CH3:12])[NH:1]1. Procedure: A mixture of tert-butyl [(1S,2R)-2-{amino[({[(2-ethyl hexyl)oxy]carbonyl}oxy)imino]methyl}cyclopentyl]carbamate (492 mg) and xylene (10 ml) was stirred at an outside temperature of 140° C. for 4 hours. The reaction mixture was left to be cooled, ethyl acetate (40 ml) was added, followed by washing with saturated brine. The organic layer was dried over anhydrous magnesium sulfate and the solvent was then removed by evaporation under reduced pressure. The residue was purified by silica gel column ... The reactants are COC=1C=C2C=CC(=CC2=CC1)CC(=O)OC (methyl 6-methoxy-2-naphthylacetate), C([O-])([O-])=O.[Na+].[Na+] (sodium carbonate), CO (methanol). Run in O (water). The product is COC=1C=C2C=CC(=CC2=CC1)CC(=O)O (6-methoxy-2-naphthylacetic acid). As a reaction SMILES: [CH3:1][O:2][C:3]1[CH:4]=[C:5]2[C:10](=[CH:11][CH:12]=1)[CH:9]=[C:8]([CH2:13][C:14]([O:16]C)=[O:15])[CH:7]=[CH:6]2.C(=O)([O-])[O-].[Na+].[Na+].CO>O>[CH3:1][O:2][C:3]1[CH:4]=[C:5]2[C:10](=[CH:11][CH:12]=1)[CH:9]=[C:8]([CH2:13][C:14]([OH:16])=[O:15])[CH:7]=[CH:6]2 |f:1.2.3|. Procedure: A mixture of 25 g. of methyl 6-methoxy-2-naphthylacetate, 15 g. of sodium carbonate, 200 ml. of methanol, and 25 ml. of water are stirred for 24 hours. The reaction mixture is then acidified with 200 ml. of 2 N hydrochloric acid and extracted with methylene chloride. The extracts are combined, washed with water, dried over sodium sulfate, and evaporated to yield 6-methoxy-2-naphthylacetic acid. Reaction SMILES: [F:1][C:2]1[CH:3]=[CH:4][C:5]([O:18][CH3:19])=[C:6]([C:8]2[CH:13]=[CH:12][N:11]=[C:10]3[NH:14][C:15](I)=[CH:16][C:9]=23)[CH:7]=1.CC1(C)C(C)(C)OB([C:28]2[CH2:33][CH2:32][CH:31]([C:34]([O:36][CH2:37][CH3:38])=[O:35])[CH2:30][CH:29]=2)O1.COCCOC.C(O)C.O.C(=O)([O-])[O-].[Na+].[Na+]>C(OCC)(=O)C.Cl[Pd](Cl)([P](C1C=CC=CC=1)(C1C=CC=CC=1)C1C=CC=CC=1)[P](C1C=CC=CC=1)(C1C=CC=CC=1)C1C=CC=CC=1>[F:1][C:2]1[CH:3]=[CH:4][C:5]([O:18][CH3:19])=[C:6]([C:8]2[CH:13]=[CH:12][N:11]=[C:10]3[NH:14][C:15]([C:28]4[CH2:33][CH2:32][CH:31]([C:34]([O:36][CH2:37][CH3:38])=[O:35])[CH2:30][CH:29]=4)=[CH:16][C:9]=23)[CH:7]=1 |f:2.3.4,5.6.7,^1:64,83|. Conditions: temperature 100 celsius. Procedure: To a solution of Example 219A (500 mg, 1.358 mmol), ethyl 4-(4,4,5,5-tetramethyl-1,3,2-dioxaborolan-2-yl)cyclohex-3-enecarboxylate (495 mg, 1.766 mmol), and bis(triphenylphosphine)palladium(II) dichloride (95 mg, 0.136 mmol) in 30 mL 7:2:3 1,2-dimethoxyethane/ethanol/water was added sodium carbonate (432 mg, 4.07 mmol). The mixture was heated at 100° C. for 4 hours, cooled to room temperature, and diluted with 50 mL ethyl acetate. The mixture was washed with saturated sodium bicarbonate, water a... The solvent is C(C)(=O)OCC (ethyl acetate). Reagents/catalysts: Cl[Pd]([P](C1=CC=CC=C1)(C2=CC=CC=C2)C3=CC=CC=C3)([P](C4=CC=CC=C4)(C5=CC=CC=C5)C6=CC=CC=C6)Cl (bis(triphenylphosphine)palladium(II) dichloride). Yields the product FC=1C=CC(=C(C1)C1=C2C(=NC=C1)NC(=C2)C2=CCC(CC2)C(=O)OCC)OC (ethyl 4-(4-(5-fluoro-2-methoxyphenyl)-1H-pyrrolo[2,3-b]pyridin-2-yl)cyclohex-3-enecarboxylate). Reactants: FC=1C=CC(=C(C1)C1=C2C(=NC=C1)NC(=C2)I)OC (4-(5-fluoro-2-methoxyphenyl)-2-iodo-1H-pyrrolo[2,3-b]pyridine), CC1(OB(OC1(C)C)C1=CCC(CC1)C(=O)OCC)C (ethyl 4-(4,4,5,5-tetramethyl-1,3,2-dioxaborolan-2-yl)cyclohex-3-enecarboxylate), COCCOC.C(C)O.O (1,2-dimethoxyethane ethanol water), C([O-])([O-])=O.[Na+].[Na+] (sodium carbonate). Starting materials: N#Cc1ccc(Br)cc1F, O=C([O-])[O-], CC(=O)[O-], CC(=O)[O-], CC1(C)c2cccc(P(c3ccccc3)c3ccccc3)c2Oc2c(P(c3ccccc3)c3ccccc3)cccc21, COC(=O)c1cccc2[nH]c3ccccc3c12, [Cs+], [Cs+], C1COCCO1, [Pd+2]. Product: COC(=O)c1cccc2c1c1ccccc1n2-c1ccc(C#N)c(F)c1. Reaction SMILES: [Br:1][c:2]1[cH:3][c:4]([F:10])[c:5]([C:6]#[N:7])[cH:8][cH:9]1.[C:11](=[O:12])([O-:13])[O-:14].[C:82]([O-:83])(=[O:84])[CH3:85].[C:87]([O-:88])(=[O:89])[CH3:90].[CH3:17][C:18]1([CH3:19])[c:20]2[cH:21][cH:22][cH:23][c:24]([P:25]([c:26]3[cH:27][cH:28][cH:29][cH:30][cH:31]3)[c:32]3[cH:33][cH:34][cH:35][cH:36][cH:37]3)[c:38]2[O:39][c:40]2[c:41]1[cH:42][cH:43][cH:44][c:45]2[P:46]([c:47]1[cH:48][cH:49][cH:50][cH:51][cH:52]1)[c:53]1[cH:54][cH:55][cH:56][cH:57][cH:58]1.[CH3:59][O:60][C:61](=[O:62])[c:63]1[cH:64][cH:65][cH:66][c:67]2[nH:68][c:69]3[cH:70][cH:71][cH:72][cH:73][c:74]3[c:75]12.[Cs+:15].[Cs+:16].[O:76]1[CH2:77][CH2:78][O:79][CH2:80][CH2:81]1.[Pd+2:86]>>[c:2]1(-[n:68]2[c:67]3[cH:66][cH:65][cH:64][c:63]([C:61]([O:60][CH3:59])=[O:62])[c:75]3[c:74]3[c:69]2[cH:70][cH:71][cH:72][cH:73]3)[cH:3][c:4]([F:10])[c:5]([C:6]#[N:7])[cH:8][cH:9]1.